Dataset: the Open Reaction Database (ORD), a public repository of structured organic reaction records. Task: describe an organic reaction: reactants, conditions, products, and yield The reactants are Cl.C1(=CC=CC=C1)N(C(=O)C1=CC2=C(N(C(=N2)CNC2=CC=C(C=C2)C(N)=N)C)C=C1)CCC(=O)OC (1-methyl-2-[N-(4-amidinophenyl)aminomethyl]benzimidazol-5-yl-carboxylic acid-N-phenyl-N-(2-methoxycarbonylethyl)amide hydrochloride), ClC(=O)OCCCCCCCC (n-octyl chloroformate), C36H44N6O5. Solvent: ClCCl.C(C)O (dichloromethane ethanol). The product is C1(=CC=CC=C1)N(C(=O)C1=CC2=C(N(C(=N2)CNC2=CC=C(C=C2)C(NC(=O)OCCCCCCCC)=N)C)C=C1)CCC(=O)OC (1-Methyl-2-[N-[4-(N-n-octyloxycarbonylamidino)phenyl]aminomethyl]benzimidazol-5-yl-carboxylic acid-N-phenyl-N-(2-methoxycarbonylethyl)amide). The yield is 41.0%. As a reaction SMILES: Cl.[C:2]1([N:8]([CH2:32][CH2:33][C:34]([O:36][CH3:37])=[O:35])[C:9]([C:11]2[CH:31]=[CH:30][C:14]3[N:15]([CH3:29])[C:16]([CH2:18][NH:19][C:20]4[CH:25]=[CH:24][C:23]([C:26](=[NH:28])[NH2:27])=[CH:22][CH:21]=4)=[N:17][C:13]=3[CH:12]=2)=[O:10])[CH:7]=[CH:6][CH:5]=[CH:4][CH:3]=1.Cl[C:39]([O:41][CH2:42][CH2:43][CH2:44][CH2:45][CH2:46][CH2:47][CH2:48][CH3:49])=[O:40]>ClCCl.C(O)C>[C:2]1([N:8]([CH2:32][CH2:33][C:34]([O:36][CH3:37])=[O:35])[C:9]([C:11]2[CH:31]=[CH:30][C:14]3[N:15]([CH3:29])[C:16]([CH2:18][NH:19][C:20]4[CH:25]=[CH:24][C:23]([C:26](=[NH:27])[NH:28][C:39]([O:41][CH2:42][CH2:43][CH2:44][CH2:45][CH2:46][CH2:47][CH2:48][CH3:49])=[O:40])=[CH:22][CH:21]=4)=[N:17][C:13]=3[CH:12]=2)=[O:10])[CH:3]=[CH:4][CH:5]=[CH:6][CH:7]=1 |f:0.1,3.4|. Procedure: Prepared analogously to Example 90 from 1-methyl-2-[N-(4-amidinophenyl)aminomethyl]benzimidazol-5-yl-carboxylic acid-N-phenyl-N-(2-methoxycarbonylethyl)amide hydrochloride and n-octyl chloroformate. Yield: 41% of theory, C36H44N6O5 (640.8); Rf value: 0.43 (silica gel; dichloromethane/ethanol=19:1); EKA mass spectrum: (M+H)+=641; (M+Na)+=663. Starting materials: steel, FC1=CC=C(C=N1)C1CC(N(CC1)C)=O ((+/−)-4-(6-fluoropyridin-3-yl)-1-methylpiperidin-2-one), [OH-].[NH4+] (ammonium hydroxide). Run at temperature 150 celsius. The product is NC1=CC=C(C=N1)C1CC(N(CC1)C)=O ((+/−)-4-(6-aminopyridin-3-yl)-1-methylpiperidin-2-one). RXN SMILES: F[C:2]1[N:7]=[CH:6][C:5]([CH:8]2[CH2:13][CH2:12][N:11]([CH3:14])[C:10](=[O:15])[CH2:9]2)=[CH:4][CH:3]=1.[OH-].[NH4+:17]>>[NH2:17][C:2]1[N:7]=[CH:6][C:5]([CH:8]2[CH2:13][CH2:12][N:11]([CH3:14])[C:10](=[O:15])[CH2:9]2)=[CH:4][CH:3]=1 |f:1.2|. Reported procedure: To a steel bomb, (+/−)-4-(6-fluoropyridin-3-yl)-1-methylpiperidin-2-one (341 mg, 1.638 mmol) was added followed by addition of ammonium hydroxide solution (0.00 mmol)—remaining 40% head space. The reactor was heat at 150° C. for 20 hr (internal pressure built up to 100 psi upon heating). After cooling down, the reaction was completed. The whole solvent (transferred to a flask) was removed in vacuo. Toluene was added and co-evaporated to remove water. The crude product, (+/−)-4-(6-aminopyridin-3-... The reactants are COC(=O)C1N(CCC1)CC1=CC=C(N)C=C1 (4-(2-methoxycarbonyl-pyrrolidin-1-ylmethyl)-aniline), C(C)OC(C1=CC=CC=C1)=C1C(NC2=CC=C(C=C12)[N+](=O)[O-])=O (3-(1-ethoxy-1-phenylmethylidene)-5-nitro-2-indolinone). Run in CN(C)C=O (DMF). Yields the product COC(=O)C1N(CCC1)CC1=CC=C(N\C(\C2=CC=CC=C2)=C\2/C(NC3=CC=C(C=C23)[N+](=O)[O-])=O)C=C1 (3-{(Z)-1-[4-(2-Methoxycarbonyl-pyrrolidin-1-yl-methyl)anilino]-1-phenylmethylidene}-5-nitro-2-indolinone). RXN SMILES: [CH3:1][O:2][C:3]([CH:5]1[CH2:9][CH2:8][CH2:7][N:6]1[CH2:10][C:11]1[CH:17]=[CH:16][C:14]([NH2:15])=[CH:13][CH:12]=1)=[O:4].C(O[C:21](=[C:28]1[C:36]2[C:31](=[CH:32][CH:33]=[C:34]([N+:37]([O-:39])=[O:38])[CH:35]=2)[NH:30][C:29]1=[O:40])[C:22]1[CH:27]=[CH:26][CH:25]=[CH:24][CH:23]=1)C>CN(C=O)C>[CH3:1][O:2][C:3]([CH:5]1[CH2:9][CH2:8][CH2:7][N:6]1[CH2:10][C:11]1[CH:12]=[CH:13][C:14]([NH:15]/[C:21](=[C:28]2\[C:29](=[O:40])[NH:30][C:31]3[C:36]\2=[CH:35][C:34]([N+:37]([O-:39])=[O:38])=[CH:33][CH:32]=3)/[C:22]2[CH:23]=[CH:24][CH:25]=[CH:26][CH:27]=2)=[CH:16][CH:17]=1)=[O:4]. Reported procedure: Prepared from 4-(2-methoxycarbonyl-pyrrolidin-1-ylmethyl)-aniline and 3-(1-ethoxy-1-phenylmethylidene)-5-nitro-2-indolinone in DMF. Starting materials: C(CCC)C1=CC=C(C=C1)N=C=O (1-butyl-4-isocyanatobenzene), CNC=1C=C(C=CC1)C1=CC=C(C=C1)CCC(=O)OCC (ethyl 3-(3′-methylaminobiphenyl-4-yl)propanoate). Conditions: temperature 100 celsius. Yields the product C(CCC)C1=CC=C(C=C1)NC(N(C)C=1C=C(C=CC1)C1=CC=C(C=C1)CCC(=O)OCC)=O (ethyl 3-{3′-[3-(4-butylphenyl)-1-methylureido]biphenyl-4-yl}propanoate). The yield is 96.4%. Reaction SMILES: [CH2:1]([C:5]1[CH:10]=[CH:9][C:8]([N:11]=[C:12]=[O:13])=[CH:7][CH:6]=1)[CH2:2][CH2:3][CH3:4].[CH3:14][NH:15][C:16]1[CH:17]=[C:18]([C:22]2[CH:27]=[CH:26][C:25]([CH2:28][CH2:29][C:30]([O:32][CH2:33][CH3:34])=[O:31])=[CH:24][CH:23]=2)[CH:19]=[CH:20][CH:21]=1>>[CH2:1]([C:5]1[CH:10]=[CH:9][C:8]([NH:11][C:12](=[O:13])[N:15]([C:16]2[CH:17]=[C:18]([C:22]3[CH:27]=[CH:26][C:25]([CH2:28][CH2:29][C:30]([O:32][CH2:33][CH3:34])=[O:31])=[CH:24][CH:23]=3)[CH:19]=[CH:20][CH:21]=2)[CH3:14])=[CH:7][CH:6]=1)[CH2:2][CH2:3][CH3:4]. Reported procedure: 345 mg (1.5 mmol, 1.5 eq) of 1-butyl-4-isocyanatobenzene are added to 283 mg (1.0 mmol, 1 eq) of ethyl 3-(3′-methylaminobiphenyl-4-yl)propanoate (prepared in Example 7c). The reaction mixture is heated at 100° C. by microwave for 30 minutes. The mixture is chromatographed on silica gel (15 g FlashSmart column) eluted with 80/20 heptane/ethyl acetate. 442 mg of ethyl 3-{3′-[3-(4-butylphenyl)-1-methylureido]biphenyl-4-yl}propanoate are obtained in the form of a yellow oil that crystallizes. Yield=...